This data is from the Open Reaction Database (ORD), a public repository of structured organic reaction records. The task is: describe an organic reaction: reactants, conditions, products, and yield Starting materials: [N+](=O)([O-])C=1C(NC(=CC1)C1=C(C=CC=C1)OCCC)=O (3-nitro-6-(2-propoxyphenyl)-2(1H)-pyridinone), Cl (hydrochloric acid), [OH-].[Na+] (sodium hydroxide), [H][H] (hydrogen). Reagents/catalysts: [Pd] (palladium on charcoal). The solvent is C(C)O (ethanol), O (water). Product: NC=1C(NC(=CC1)C1=C(C=CC=C1)OCCC)=O (3-Amino 6-(2-propoxyphenyl)-2(1H) pyridinone). As a reaction SMILES: [N+:1]([C:4]1[C:5](=[O:20])[NH:6][C:7]([C:10]2[CH:15]=[CH:14][CH:13]=[CH:12][C:11]=2[O:16][CH2:17][CH2:18][CH3:19])=[CH:8][CH:9]=1)([O-])=O.[OH-].[Na+].[H][H].Cl>C(O)C.O.[Pd]>[NH2:1][C:4]1[C:5](=[O:20])[NH:6][C:7]([C:10]2[CH:15]=[CH:14][CH:13]=[CH:12][C:11]=2[O:16][CH2:17][CH2:18][CH3:19])=[CH:8][CH:9]=1 |f:1.2|. Procedure details: A solution of 3-nitro-6-(2-propoxyphenyl)-2(1H)-pyridinone (0.3 g) in a mixture of ethanol (20 ml) and water (10 ml) containing 2 Normal sodium hydroxide (0.75 ml) was shaken with 10% palladium on charcoal (0.05 g) under hydrogen at atmospheric pressure until the uptake of hydrogen had ceased. The filtered solution was treated with dilute hydrochloric acid to pH 6 and evaporated to half its volume. Water (5 ml) was added and the mixture was filtered to give a crude product, 0.29 g, m.p. 158°-161... The reactants are BrC1=CC=C(C=C1)C=1C2=C(OC1)C1=CC=CC=C1C=C2 (3-(4'-bromophenyl)naphtho-[1,2-b]furan), [N+](=O)([N+](=O)[O-])[O-] (dinitrogen tetraoxide). Run in ClCCl (dichloromethane). Yields the product BrC1=CC=C(C=C1)C=1C2=C(OC1[N+](=O)[O-])C1=CC=CC=C1C=C2 (3-(4'-bromophenyl)-2-nitronaphtho-[1,2-b]furan). As a reaction SMILES: [Br:1][C:2]1[CH:7]=[CH:6][C:5]([C:8]2[C:9]3[CH:20]=[CH:19][C:18]4[C:13](=[CH:14][CH:15]=[CH:16][CH:17]=4)[C:10]=3[O:11][CH:12]=2)=[CH:4][CH:3]=1.[N+:21]([O-:26])([N+]([O-])=O)=[O:22]>ClCCl>[Br:1][C:2]1[CH:3]=[CH:4][C:5]([C:8]2[C:9]3[CH:20]=[CH:19][C:18]4[C:13](=[CH:14][CH:15]=[CH:16][CH:17]=4)[C:10]=3[O:11][C:12]=2[N+:21]([O-:26])=[O:22])=[CH:6][CH:7]=1. Procedure: A solution of 2 g. of the product of step B in 50 ml. of dichloromethane is treated with 2.0 g. of dinitrogen tetraoxide, and the mixture is stirred at about 20° C. for about 18 hours. The mixture is evaporated, and the residue obtained is recrystallized from aqueous ethanol to provide yellow crystals of 3-(4'-bromophenyl)-2-nitronaphtho-[1,2-b]furan, m.p. 230°-233° C. Starting materials: C(CC)S(=O)(=O)N1CC(C1)O (1-(propane-1-sulfonyl)-azetidin-3-ol), CS(=O)(=O)Cl (methane sulfonyl chloride), ClCCl (Dichloromethane). Solvent: N1=CC=CC=C1 (pyridine). Conditions: time 3 hour. Yields the product C(CC)S(=O)(=O)N1CC(C1)OS(=O)(=O)C (Methanesulfonic acid 1-(propane-1-sulfonyl)-azetidin-3-yl ester). Isolated yield 86.5%. RXN SMILES: [CH2:1]([S:4]([N:7]1[CH2:10][CH:9]([OH:11])[CH2:8]1)(=[O:6])=[O:5])[CH2:2][CH3:3].[CH3:12][S:13](Cl)(=[O:15])=[O:14].ClCCl>N1C=CC=CC=1>[CH2:1]([S:4]([N:7]1[CH2:8][CH:9]([O:11][S:13]([CH3:12])(=[O:15])=[O:14])[CH2:10]1)(=[O:6])=[O:5])[CH2:2][CH3:3]. Reported procedure: To a solution of 1-(propane-1-sulfonyl)-azetidin-3-ol (236 mg, 1.317 mmol) in pyridine was added drop wise methane sulfonyl chloride (205 μl, 2.63 mmol) at 0° C. The mixture was allowed to warm up to room temperature and was stirred for 3 h. Dichloromethane was added. The mixture was subsequently washed with water, saturated NaHCO3 and brine, dried (MgSO4), and filtrated. The solvent was evaporated to obtain 293 mg of crude product which was used without further purification. Reaction SMILES: [C:1]([CH2:3][CH2:4][N:5]1[CH:9]=[CH:8][CH:7]=[CH:6]1)#N.Cl.CC[O:13]CC>>[C:1]1(=[O:13])[C:9]2[N:5]([CH:6]=[CH:7][CH:8]=2)[CH2:4][CH2:3]1. Yields the product C1(CCN2C=CC=C12)=O (1, 2-dihydro-1-pyrrolizinone). Yield: 65.0%. The reactants are C(#N)CCN1C=CC=C1 (N-cyanoethylpyrrole), CCOCC (ether), Cl (HCl). Conditions: time 2 hour. Procedure details: To a solution of 10 g N-cyanoethylpyrrole in 100 ml ether was added 2.5 g ZnCI2. Dried HCl was passed into the mixture at 5°-10° C. After 2 hours, the reaction mixture was allowed to stand at room temperature for 4 hours. Removed the solvent by suction, 20%. Aqueous NaOH was added until pH 3. The mixture was stirred at 80°-90° C. for 2 hours. Extracted with methylene chloride, dried over Na2SO4, evaporated the solvent, 8 g yellow solid was obtained. The crude product was crystallized from petrol... Starting materials: [Si](C)(C)(C(C)(C)C)OC=1C=CC=C2C=CC(=NC12)C1=NN=C2N1C=CC(=C2)C (8-(tert-butyldimethylsilyloxy)-2-(7-methyl-[1,2,4]triazolo[4,3-a]pyridin-3-yl)quinoline), O.[F-].C(CCC)[N+](CCCC)(CCCC)CCCC (Tetrabutylammonium fluoride hydrate). Run in [NH4+].[Cl-] (NH4Cl), CCOC(=O)C (EtOAc), C1CCOC1 (THF), O (H2O). Conditions: temperature 0 celsius, time 10 minute. Yields the product CC1=CC=2N(C=C1)C(=NN2)C2=NC1=C(C=CC=C1C=C2)O (2-(7-methyl-[1,2,4]triazolo[4,3-a]pyridin-3-yl)quinolin-8-ol). The yield is 77.7%. Reaction SMILES: [Si]([O:8][C:9]1[CH:10]=[CH:11][CH:12]=[C:13]2[C:18]=1[N:17]=[C:16]([C:19]1[N:23]3[CH:24]=[CH:25][C:26]([CH3:28])=[CH:27][C:22]3=[N:21][N:20]=1)[CH:15]=[CH:14]2)(C(C)(C)C)(C)C.O.[F-].C([N+](CCCC)(CCCC)CCCC)CCC>C1COCC1.[NH4+].[Cl-].CCOC(C)=O.O>[CH3:28][C:26]1[CH:25]=[CH:24][N:23]2[C:19]([C:16]3[CH:15]=[CH:14][C:13]4[C:18](=[C:9]([OH:8])[CH:10]=[CH:11][CH:12]=4)[N:17]=3)=[N:20][N:21]=[C:22]2[CH:27]=1 |f:1.2.3,5.6|. Procedure: 8-(tert-butyldimethylsilyloxy)-2-(7-methyl-[1,2,4]triazolo[4,3-a]pyridin-3-yl)quinoline (0.580 g, 1.49 mmol) was suspended in THF (2 mL) and the solution was cooled to 0° C. Tetrabutylammonium fluoride hydrate (0.582 g, 2.23 mmol) was added to the solution and the mixture stirred at 0° C. for 10 minutes, then warmed to ambient temperature and stirred for 4 hours. The mixture was diluted with a saturated aqueous NH4Cl solution and EtOAc. The resulting white solid was isolated by vacuum filtration... Starting materials: C(C)(=O)OCC (ethyl acetate), O1CCCC1 (tetrahydrofuran), C1CCOC1 (THF), aqueous solution, ammonium sulfide, FC1=C(C=C(C(=C1)OC)OC)C(C#N)NC1=CC=C(C=C1)C1=NOC(=N1)C ((2-fluoro-4,5-dimethoxyphenyl)-[4-(5-methyl-[1,2,4]oxadiazol-3-yl)phenylamino]acetonitrile). The solvent is O (water), CO (methanol). Conditions: time 15 minute. The product is FC1=C(C=C(C(=C1)OC)OC)C(C(=S)N)NC1=CC=C(C=C1)C1=NOC(=N1)C (2-(2-fluoro-4,5-dimethoxyphenyl)-2-[4-(5-methyl-[1,2,4]oxadiazol-3-yl)phenylamino]thioacetamide). As a reaction SMILES: [NH4+]=[S:2].[F:3][C:4]1[CH:9]=[C:8]([O:10][CH3:11])[C:7]([O:12][CH3:13])=[CH:6][C:5]=1[CH:14]([NH:17][C:18]1[CH:23]=[CH:22][C:21]([C:24]2[N:28]=[C:27]([CH3:29])[O:26][N:25]=2)=[CH:20][CH:19]=1)[C:15]#[N:16].O1CCCC1.C(OCC)(=O)C>CO.O>[F:3][C:4]1[CH:9]=[C:8]([O:10][CH3:11])[C:7]([O:12][CH3:13])=[CH:6][C:5]=1[CH:14]([NH:17][C:18]1[CH:19]=[CH:20][C:21]([C:24]2[N:28]=[C:27]([CH3:29])[O:26][N:25]=2)=[CH:22][CH:23]=1)[C:15]([NH2:16])=[S:2]. Reported procedure: After adding 36.8 ml of a 20% aqueous solution of ammonium sulfide to a solution of 7.97 g of (2-fluoro-4,5-dimethoxyphenyl)-[4-(5-methyl-[1,2,4]oxadiazol-3-yl)phenylamino]acetonitrile in 750 ml of a methanol:tetrahydrofuran (hereinafter, “THF”)=2:1 mixed solvent, the mixture was stirred at room temperature for 22 hours. Next, 1500 ml of ethyl acetate and 1000 ml of water were added to the reaction mixture, stirring was carried out at room temperature for 15 minutes, and the precipitate was filt... Reactants: [N+](=O)([O-])C1=CC(=C(C(=C1C(C(=O)[O-])OCC1=CC=CC=C1)OC)OC)OC ((6′-Nitro-2′,3′,4′-trimethoxyphenyl)benzyloxyacetate). Reagents/catalysts: [Pd] (palladium on carbon). The solvent is CO (methanol). Run at time 7 hour. Yields the product OCC=1OC2=C(N1)C=C(C(=C2OC)OC)OC (2-hydroxymethyl-5,6,7-trimethoxy-benzoxazole). As a reaction SMILES: [N+:1]([C:4]1[C:9](C(OCC2C=CC=CC=2)C([O-])=O)=[C:8]([O:22][CH3:23])[C:7]([O:24][CH3:25])=[C:6]([O:26][CH3:27])[CH:5]=1)([O-])=O>CO.[Pd]>[OH:24][CH2:7][C:8]1[O:22][C:9]2[C:8]([O:22][CH3:23])=[C:7]([O:24][CH3:25])[C:6]([O:26][CH3:27])=[CH:5][C:4]=2[N:1]=1. Reported procedure: (6′-Nitro-2′,3′,4′-trimethoxyphenyl)benzyloxyacetate (1.38 g) was dissolved in methanol (40 mL), 10% palladium on carbon was added to the solution, and the mixture was stirred at room temperature for 7 hours under a hydrogen atmosphere. The reaction mixture was filtered, and the filtrate was concentrated. The residue was dissolved in xylene (50 mL), p-toluenesulfonic acid monohydrate (350 mg) was added to the solution, and the mixture was stirred for 1 hour under reflux. After the reaction mixtu... Starting materials: C(O)([O-])=O.[Na+] (sodium hydrogen carbonate), NC1=C(C=C(C=C1)C(C(=O)O)C)F (2-(4-amino-3-fluorophenyl)propionic acid), Cl (hydrochloric acid), ClC(=C)Cl (1,1-dichloroethylene), aqueous solution, N(=O)[O-] (nitrite), cupric chloride dihydrate. The solvent is C(C)(=O)OCC (ethyl acetate), CC(=O)C (acetone), CCCCCC (n-hexane), O1CCOCC1 (dioxane). The product is FC=1C=C(C=CC1CC(Cl)(Cl)Cl)C(C(=O)O)C (2-[3-fluoro-4-(2,2,2-trichloroethyl)phenyl]propionic acid). RXN SMILES: N[C:2]1[CH:7]=[CH:6][C:5]([CH:8]([CH3:12])[C:9]([OH:11])=[O:10])=[CH:4][C:3]=1[F:13].N([O-])=O.[Cl:17][C:18]([Cl:20])=[CH2:19].C(=O)([O-])O.[Na+].[ClH:26]>CCCCCC.O1CCOCC1.C(OCC)(=O)C.CC(C)=O>[F:13][C:3]1[CH:4]=[C:5]([CH:8]([CH3:12])[C:9]([OH:11])=[O:10])[CH:6]=[CH:7][C:2]=1[CH2:19][C:18]([Cl:26])([Cl:20])[Cl:17] |f:3.4|. Reported procedure: In 10 ml of a 17% aqueous hydrochloric acid solution was dissolved 2.5 g of 2-(4-amino-3-fluorophenyl)propionic acid. To the solution was added dropwise 5 ml of an aqueous solution of 1.04 g of sodiun nitrite at -15° C.--10° C. with stirring, and the reaction was carried out for an hour. To the mixture were added 25 ml of acetone and 3 g of 1,1-dichloroethylene at -10° C.--5° C., followed by 2.5 g of sodium hydrogen carbonate and 0.5 g of cupric chloride dihydrate. The mixture was gradually warm... Starting materials: C(CCC)[SnH](CCCC)CCCC (tributyltin hydride), C(C)C1C(C=CC(C(OC(C2CCCCN2C(C(C2(C(CC(C(C(CC(C(C(=C1)C)F)C)OC)O2)OC)C)O)=O)=O)=O)C(=CC2CC(C(CC2)N=[N+]=[N-])OC)C)C)=O (17-ethyl-20-fluoro-1-hydroxy-12-[2'-(4"-azido-3"-methoxycyclohexyl)-1'-methylvinyl]-23,25-dimethoxy-13,19,21,27-tetramethyl-11,28-dioxa-4-azatricyclo[22.3.1.04,9 ]octacos-14,18-diene-2, 3,10,16-tetraone), tetrakistriphenylphosphine palladium, C(C)(=O)O (acetic acid). The solvent is C1(=CC=CC=C1)C (toluene). Product: C(C)C1C(CCC(C(OC(C2CCCCN2C(C(C2(C(CC(C(C(CC(C(C(=C1)C)F)C)OC)O2)OC)C)O)=O)=O)=O)C(=CC2CC(C(CC2)N=[N+]=[N-])OC)C)C)=O (17-Ethyl-20-fluoro-1-hydroxy-12-[2'-(4"-azido-3"-methoxycyclohexyl)-1'-methylvinyl]-23,25-dimethoxy-13,19,21,27-tetramethyl-11,28-dioxa-4-azatricyclo [22.3.1.04,9 ]-octacos-18-ene-2,3,10,16-tetraone). Reported procedure: A solution of 17-ethyl-20-fluoro-1-hydroxy-12-[2'-(4"-azido-3"-methoxycyclohexyl)-1'-methylvinyl]-23,25-dimethoxy-13,19,21,27-tetramethyl-11,28-dioxa-4-azatricyclo[22.3.1.04,9 ]octacos-14,18-diene-2, 3,10,16-tetraone (55 mg), tetrakistriphenylphosphine palladium (10 mg), and acetic acid (10 μl) in 3 ml of dry toluene is stirred for 5 min at room temperature under nitrogen atmosphere. To this yellow solution is added tributyltin hydride (30 μl) and stirred an additional 45 min at room temperature... As a reaction SMILES: [CH2:1]([CH:3]1[CH:29]=[C:28]([CH3:30])[CH:27]([F:31])[CH:26]([CH3:32])[CH2:25][CH:24]([O:33][CH3:34])[CH:23]2[O:35][C:19]([OH:39])([CH:20]([CH3:38])[CH2:21][CH:22]2[O:36][CH3:37])[C:18](=[O:40])[C:17](=[O:41])[N:16]2[CH:11]([CH2:12][CH2:13][CH2:14][CH2:15]2)[C:10](=[O:42])[O:9][CH:8]([C:43]([CH3:56])=[CH:44][CH:45]2[CH2:50][CH2:49][CH:48]([N:51]=[N+:52]=[N-:53])[CH:47]([O:54][CH3:55])[CH2:46]2)[CH:7]([CH3:57])[CH:6]=[CH:5][C:4]1=[O:58])[CH3:2].C(O)(=O)C.C([SnH](CCCC)CCCC)CCC>C1(C)C=CC=CC=1>[CH2:1]([CH:3]1[CH:29]=[C:28]([CH3:30])[CH:27]([F:31])[CH:26]([CH3:32])[CH2:25][CH:24]([O:33][CH3:34])[CH:23]2[O:35][C:19]([OH:39])([CH:20]([CH3:38])[CH2:21][CH:22]2[O:36][CH3:37])[C:18](=[O:40])[C:17](=[O:41])[N:16]2[CH:11]([CH2:12][CH2:13][CH2:14][CH2:15]2)[C:10](=[O:42])[O:9][CH:8]([C:43]([CH3:56])=[CH:44][CH:45]2[CH2:50][CH2:49][CH:48]([N:51]=[N+:52]=[N-:53])[CH:47]([O:54][CH3:55])[CH2:46]2)[CH:7]([CH3:57])[CH2:6][CH2:5][C:4]1=[O:58])[CH3:2]. Reaction conditions: time 45 minute.